Dataset: the Open Reaction Database (ORD), a public repository of structured organic reaction records. Task: describe an organic reaction: reactants, conditions, products, and yield The reactants are ClC=1C(=CC(=C(OC2=C3C(=NC=C2)NN=C3I)C1)C)[N+](=O)[O-] (4-(5-Chloro-2-methyl-4-nitrophenoxy)-3-iodo-1H-pyrazolo[3,4-b]pyridine), CN(C)C=O (DMF), C(=O)([O-])[O-].[K+].[K+] (K2CO3), ClCC1=CC=C(C=C1)OC (1-(chloromethyl)-4-methoxybenzene). The solvent is O (water). Run at time 18 hour. The product is COC1=CC=C(CN2N=C(C=3C2=NC=CC3OC3=C(C=C(C(=C3)Cl)[N+](=O)[O-])C)I)C=C1 (1-(4-methoxybenzyl)-4-(5-chloro-2-methyl-4-nitrophenoxy)-3-iodo-1H-pyrazolo[3,4-b]pyridine). As a reaction SMILES: [Cl:1][C:2]1[C:3]([N+:20]([O-:22])=[O:21])=[CH:4][C:5]([CH3:19])=[C:6]([CH:18]=1)[O:7][C:8]1[CH:13]=[CH:12][N:11]=[C:10]2[NH:14][N:15]=[C:16]([I:17])[C:9]=12.CN(C=O)C.C([O-])([O-])=O.[K+].[K+].Cl[CH2:35][C:36]1[CH:41]=[CH:40][C:39]([O:42][CH3:43])=[CH:38][CH:37]=1>O>[CH3:43][O:42][C:39]1[CH:40]=[CH:41][C:36]([CH2:35][N:14]2[C:10]3=[N:11][CH:12]=[CH:13][C:8]([O:7][C:6]4[CH:18]=[C:2]([Cl:1])[C:3]([N+:20]([O-:22])=[O:21])=[CH:4][C:5]=4[CH3:19])=[C:9]3[C:16]([I:17])=[N:15]2)=[CH:37][CH:38]=1 |f:2.3.4|. Procedure details: 4-(5-Chloro-2-methyl-4-nitrophenoxy)-3-iodo-1H-pyrazolo[3,4-b]pyridine (26.5 g, 61.5 mmol) was dissolved in stirring DMF (100 mL). K2CO3 (17.0 g, 123 mmol) and 1-(chloromethyl)-4-methoxybenzene (10.1 ml, 73.9 mmol) were added and the reaction mixture was stirred at ambient temperature under N2 for 18 hours. The mixture was diluted with water, and then the water was decanted. The gum washed a second time with water, and the water decanted. The residue was partitioned between EtOAc (250 mL) and br...